From a dataset of the Open Reaction Database (ORD), a public repository of structured organic reaction records. describe an organic reaction: reactants, conditions, products, and yield Starting materials: FC1=CC=C(C=C1)N(CC1=CC=C(C=C1)NC(=O)[C@H]1NCCC1)CC1=CC=C(C=C1)NC(=O)[C@H]1N(CCC1)C([C@H](N1CCCCC1)C1=CC=CC=C1)=O ((S)-N-(4-(((4-fluorophenyl)(4-((S)-pyrrolidine-2-carboxamido)benzyl)amino)methyl)phenyl)-1-((R)-2-phenyl-2-(piperidin-1-yl)acetyl)pyrrolidine-2-carboxamide), COC(=O)N[C@H](C(=O)O)CC ((S)-2-(methoxycarbonylamino)butanoic acid). Product: FC1=CC=C(C=C1)N(CC1=CC=C(C=C1)NC(=O)[C@H]1N(CCC1)C([C@H](N1CCCCC1)C1=CC=CC=C1)=O)CC1=CC=C(C=C1)NC(=O)[C@H]1N(CCC1)C(=O)[C@H](CC)NC(OC)=O (methyl [(1S)-1-({(2S)-2-[(4-{[(4-fluorophenyl){4-[({(2S)-1-[(2R)-2-phenyl-2-piperidin-1-ylacetyl]pyrrolidin-2-yl}carbonyl)amino]benzyl}amino]methyl}phenyl)carbamoyl]pyrrolidin-1-yl}carbonyl)propyl]carbamate). RXN SMILES: [F:1][C:2]1[CH:7]=[CH:6][C:5]([N:8]([CH2:24][C:25]2[CH:30]=[CH:29][C:28]([NH:31][C:32]([C@@H:34]3[CH2:38][CH2:37][CH2:36][N:35]3[C:39](=[O:53])[C@@H:40]([C:47]3[CH:52]=[CH:51][CH:50]=[CH:49][CH:48]=3)[N:41]3[CH2:46][CH2:45][CH2:44][CH2:43][CH2:42]3)=[O:33])=[CH:27][CH:26]=2)[CH2:9][C:10]2[CH:15]=[CH:14][C:13]([NH:16][C:17]([C@@H:19]3[CH2:23][CH2:22][CH2:21][NH:20]3)=[O:18])=[CH:12][CH:11]=2)=[CH:4][CH:3]=1.[CH3:54][O:55][C:56]([NH:58][C@@H:59]([CH2:63][CH3:64])[C:60](O)=[O:61])=[O:57]>>[F:1][C:2]1[CH:7]=[CH:6][C:5]([N:8]([CH2:9][C:10]2[CH:15]=[CH:14][C:13]([NH:16][C:17]([C@@H:19]3[CH2:23][CH2:22][CH2:21][N:20]3[C:60]([C@@H:59]([NH:58][C:56](=[O:57])[O:55][CH3:54])[CH2:63][CH3:64])=[O:61])=[O:18])=[CH:12][CH:11]=2)[CH2:24][C:25]2[CH:30]=[CH:29][C:28]([NH:31][C:32]([C@@H:34]3[CH2:38][CH2:37][CH2:36][N:35]3[C:39](=[O:53])[C@@H:40]([C:47]3[CH:48]=[CH:49][CH:50]=[CH:51][CH:52]=3)[N:41]3[CH2:42][CH2:43][CH2:44][CH2:45][CH2:46]3)=[O:33])=[CH:27][CH:26]=2)=[CH:4][CH:3]=1. Reported procedure: The product from Example 114C (0.040 g, 0.056 mmol) and (S)-2-(methoxycarbonylamino)butanoic acid (0.011 g, 0.067 mmol) were processed as in Example 81A to give the title compound. 1H NMR (400 MHz, DMSO-D6) δ ppm 0.90 (t, J=7.37 Hz, 3 H) 1.29-1.37 (m, 2 H) 1.39-1.47 (m, 4 H) 1.47-1.58 (m, 1 H) 1.61-1.72 (m, 1 H) 1.75-2.06 (m, 6 H) 2.08-2.20 (m, 1 H) 3.39-3.50 (m, 1 H) 3.52 (s, 3 H) 3.56-3.64 (m, 1 H) 3.69-3.77 (m, 1 H) 3.79-3.90 (m, 1 H) 4.14-4.21 (m, 1 H) 4.24 (s, 1 H) 4.31 (dd, J=7.81, 4.23 Hz...